This data is from the Open Reaction Database (ORD), a public repository of structured organic reaction records. The task is: describe an organic reaction: reactants, conditions, products, and yield Starting materials: CCOC(=O)c1cccc(CN2CCN(c3nc(C)c(C(=O)NCc4ccccc4)s3)C2=O)c1, [Li+], C1CCOC1, [OH-], O, O. Yields the product Cc1nc(N2CCN(Cc3cccc(C(=O)O)c3)C2=O)sc1C(=O)NCc1ccccc1. RXN SMILES: [CH2:1]([c:2]1[cH:3][cH:4][cH:5][cH:6][cH:7]1)[NH:8][C:9](=[O:10])[c:11]1[c:12]([CH3:34])[n:13][c:14]([N:16]2[C:17](=[O:33])[N:18]([CH2:21][c:22]3[cH:23][c:24]([C:25](=[O:26])[O:27][CH2:28][CH3:29])[cH:30][cH:31][cH:32]3)[CH2:19][CH2:20]2)[s:15]1.[Li+:37].[O:38]1[CH2:39][CH2:40][CH2:41][CH2:42]1.[OH-:36].[OH2:35].[OH2:43]>>[CH2:1]([c:2]1[cH:3][cH:4][cH:5][cH:6][cH:7]1)[NH:8][C:9](=[O:10])[c:11]1[c:12]([CH3:34])[n:13][c:14]([N:16]2[C:17](=[O:33])[N:18]([CH2:21][c:22]3[cH:23][c:24]([C:25](=[O:26])[OH:27])[cH:30][cH:31][cH:32]3)[CH2:19][CH2:20]2)[s:15]1. Starting materials: c1(nnc(s1)CCC=C)NC(Cc1ccccn1)=O, B1[C@H]2CCC[C@@H]1CCC2, c1(nnc(cc1)NC(Cc1ccccc1)=O)Br. Reagents/catalysts: c1ccc(cc1)-c2c3ccccc3cc4ccccc24 (9-Phenylanthracene), [F-].[Cs+] (CsF), P([C@]12C[C@@H]3C[C@H](C2)C[C@@H](C1)C3)([C@]12C[C@@H]3C[C@@H](C2)C[C@@H](C1)C3)CCCC (cataCXium A), C(O[Pd]OC(C)=O)(C)=O (Pd(OAc)2). Solvent: CC#N (MeCN). Reaction conditions: temperature 100 celsius, time 18 hour. Yields the product O=C(Cc1ccccc1)Nc2ccc(CCCCc3nnc(NC(=O)Cc4ccccn4)s3)nn2. RXN SMILES: Br[c:1]1[n:16][n:15][c:4]([NH:5][C:6]([CH2:8][c:9]2[cH:14][cH:13][cH:12][cH:11][cH:10]2)=[O:7])[cH:3][cH:2]1.[CH2:17]=[CH:18][CH2:19][CH2:20][c:21]1[s:35][c:24]([NH:25][C:26]([CH2:28][c:29]2[n:34][cH:33][cH:32][cH:31][cH:30]2)=[O:27])[n:23][n:22]1.B([C@H]1CCC2)[C@H]2CCC1>>[O:7]=[C:6]([NH:5][c:4]1[n:15][n:16][c:1]([CH2:17][CH2:18][CH2:19][CH2:20][c:21]2[s:35][c:24]([NH:25][C:26]([CH2:28][c:29]3[n:34][cH:33][cH:32][cH:31][cH:30]3)=[O:27])[n:23][n:22]2)[cH:2][cH:3]1)[CH2:8][c:9]4[cH:14][cH:13][cH:12][cH:11][cH:10]4. The reactants are C(C)(C)(C)OCC=1C=C(C=CC1)C1=CC=C2C=NC(=NN21)O (7-(3-tert-Butoxymethyl-phenyl)-pyrrolo[2,1-f][1,2,4]triazin-2-ol), NC=1C=C(NC(C)=O)C=CC1 (3′-aminoacetanilide). The product is C(C)(C)(C)OCC=1C=C(C=CC1)C1=CC=C2C=NC(=NN21)NC=2C=C(C=CC2)NC(C)=O (N-{3-[7-(3-tert-Butoxymethyl-phenyl)-pyrrolo[2,1-f][1,2,4]triazin-2-ylamino]-phenyl}-acetamide). Yield: 39.0%. As a reaction SMILES: [C:1]([O:5][CH2:6][C:7]1[CH:8]=[C:9]([C:13]2[N:21]3[C:16]([CH:17]=[N:18][C:19](O)=[N:20]3)=[CH:15][CH:14]=2)[CH:10]=[CH:11][CH:12]=1)([CH3:4])([CH3:3])[CH3:2].[NH2:23][C:24]1[CH:25]=[C:26]([CH:31]=[CH:32][CH:33]=1)[NH:27][C:28](=[O:30])[CH3:29]>>[C:1]([O:5][CH2:6][C:7]1[CH:8]=[C:9]([C:13]2[N:21]3[C:16]([CH:17]=[N:18][C:19]([NH:23][C:24]4[CH:25]=[C:26]([NH:27][C:28](=[O:30])[CH3:29])[CH:31]=[CH:32][CH:33]=4)=[N:20]3)=[CH:15][CH:14]=2)[CH:10]=[CH:11][CH:12]=1)([CH3:4])([CH3:3])[CH3:2]. Reported procedure: Analogous to Example 1510b, 7-(3-tert-Butoxymethyl-phenyl)-pyrrolo[2,1-f][1,2,4]triazin-2-ol (109 mg, 0.37 mmol) and 3′-aminoacetanilide (0.0689 g, 0.459 mmol) were reacted to afford N-{3-[7-(3-tert-Butoxymethyl-phenyl)-pyrrolo[2,1-f][1,2,4]triazin-2-ylamino]-phenyl}-acetamide as an orange foam (62 mg, 39%). LCMS: 430 (M+H); 1H-NMR (DMSO-d6): 9.84 (s, 1H), 9.46 (s, 1H), 8.98 (s, 1H), 8.12 (s, 1H), 8.06 (d, 1H, J=7.71 Hz), 7.72 (s, 1H), 7.63 (d, 1H, J=7.71 Hz), 7.44 (t, 1H, J=7.71 Hz), 7.35 (d, 1...